This data is from the Open Reaction Database (ORD), a public repository of structured organic reaction records. The task is: describe an organic reaction: reactants, conditions, products, and yield Reactants: O (water), ClCC1=CC=C(C=C1)CNC(C)=O (N-(4-chloromethylphenylmethyl)acetamide), C1(=CC=CC=C1)N1CCNCC1 (1-phenylpiperazine), C([O-])([O-])=O.[K+].[K+] (potassium carbonate). Solvent: CN(C=O)C (dimethylformamide). The product is C1(=CC=CC=C1)N1CCN(CC1)CC1=CC=C(C=C1)CNC(C)=O (N-(4-((4-Phenylpiperazin-1-yl)methyl)phenylmethyl)acetamide). As a reaction SMILES: Cl[CH2:2][C:3]1[CH:8]=[CH:7][C:6]([CH2:9][NH:10][C:11](=[O:13])[CH3:12])=[CH:5][CH:4]=1.[C:14]1([N:20]2[CH2:25][CH2:24][NH:23][CH2:22][CH2:21]2)[CH:19]=[CH:18][CH:17]=[CH:16][CH:15]=1.C(=O)([O-])[O-].[K+].[K+].O>CN(C)C=O>[C:14]1([N:20]2[CH2:25][CH2:24][N:23]([CH2:2][C:3]3[CH:8]=[CH:7][C:6]([CH2:9][NH:10][C:11](=[O:13])[CH3:12])=[CH:5][CH:4]=3)[CH2:22][CH2:21]2)[CH:19]=[CH:18][CH:17]=[CH:16][CH:15]=1 |f:2.3.4|. Procedure: A solution of N-(4-chloromethylphenylmethyl)acetamide (1.65 g), 1-phenylpiperazine (1.3 ml) and potassium carbonate (1.2 g) in dimethylformamide (50 ml) was stirred at 60° C. for 1 hr. The reaction mixture was poured into water (200 ml) and extracted with ethyl acetate (100 ml×3). The extract was washed with saturated brine and dried over anhydrous sodium sulfate. The solvent was evaporated to give a brown solid (4.4 g). The obtained solid was purified by silica gel column chromatography (develo... As a reaction SMILES: [CH3:24][CH2:25][O:26][C:27](=[O:28])[CH3:29].[Cl:17][S:18](=[O:19])(=[O:20])[N:21]=[C:22]=[O:23].[c:1]1([CH2:7][O:8][C:9](=[O:10])[NH:11][CH:12]2[C:13](=[O:16])[NH:14][CH2:15]2)[cH:2][cH:3][cH:4][cH:5][cH:6]1>>[c:1]1([CH2:7][O:8][C:9](=[O:10])[NH:11][CH:12]2[C:13](=[O:16])[N:14]([C:22]([NH:21][S:18]([Cl:17])(=[O:19])=[O:20])=[O:23])[CH2:15]2)[cH:2][cH:3][cH:4][cH:5][cH:6]1. Reactants: CCOC(C)=O, O=C=NS(=O)(=O)Cl, O=C(NC1CNC1=O)OCc1ccccc1. Product: O=C(NC1CN(C(=O)NS(=O)(=O)Cl)C1=O)OCc1ccccc1. Reactants: Cl.N1=CC=CC=C1 (pyridine hydrochloride), NOCCCN1C(=NC=2C(=NC(=C(C21)C)C)N)CCC (1-[3-(aminooxy)propyl]-6,7-dimethyl-2-propyl-1H-imidazo[4,5-c]pyridin-4-amine), C(C)(=O)C1=CC=CC=C1 (acetophenone), Cl.N1=CC=CC=C1 (Pyridine hydrochloride). The solvent is CO (methanol). Reaction conditions: temperature 50 celsius, time 8 hour. Yields the product NC1=NC(=C(C2=C1N=C(N2CCCO\N=C(/C)\C2=CC=CC=C2)CCC)C)C ((1E)-1-phenylethanone O-[3-(4-amino-6,7-dimethyl-2-propyl-1H-imidazo[4,5-c]pyridin-1-yl)propyl]oxime). The yield is 12.0%. Reaction SMILES: [NH2:1][O:2][CH2:3][CH2:4][CH2:5][N:6]1[C:14]2[C:13]([CH3:15])=[C:12]([CH3:16])[N:11]=[C:10]([NH2:17])[C:9]=2[N:8]=[C:7]1[CH2:18][CH2:19][CH3:20].[C:21]([C:24]1[CH:29]=[CH:28][CH:27]=[CH:26][CH:25]=1)(=O)[CH3:22].Cl.N1C=CC=CC=1>CO>[NH2:17][C:10]1[C:9]2[N:8]=[C:7]([CH2:18][CH2:19][CH3:20])[N:6]([CH2:5][CH2:4][CH2:3][O:2]/[N:1]=[C:21](/[C:24]3[CH:29]=[CH:28][CH:27]=[CH:26][CH:25]=3)\[CH3:22])[C:14]=2[C:13]([CH3:15])=[C:12]([CH3:16])[N:11]=1 |f:2.3|. Procedure: A solution of 1-[3-(aminooxy)propyl]-6,7-dimethyl-2-propyl-1H-imidazo[4,5-c]pyridin-4-amine (0.64 g, 2.3 mmol) and acetophenone (325 μL, 2.76 mmol) in methanol (23 mL) was stirred overnight at room temperature, then heated at 50° C. for 4 hours. Pyridine hydrochloride (100 mg) was added to the solution and stirring was continued at 50° C. overnight. Additional pyridine hydrochloride was added and the solution was heated at reflux for 5 hours. The solvent was removed under reduced pressure and th... Reactants: C=O (formaldehyde), CC1(COC1=O)C (pivalolactone), C(C(C)C)(=O)OCC(C(=O)OC(C(COC(C(C)C)=O)(C)C)=O)(C)C (isobutyroxypivalic anhydride). Run at time 2 day. Yields the product C(C(C)C)(=O)OC(C(C)C)=O (Isobutyric anhydride), CC1(COC1=O)C (pivalolactone), C(C(C)C)OCC(C(=O)OC(C(COCC(C)C)(C)C)=O)(C)C (isobutyoxypivalic anhydride). RXN SMILES: C=O.[CH3:3][C:4]1([CH3:9])[C:7](=[O:8])[O:6][CH2:5]1.[C:10]([O:15][CH2:16][C:17]([CH3:34])([CH3:33])[C:18]([O:20][C:21](=[O:32])[C:22]([CH3:31])([CH3:30])[CH2:23][O:24][C:25](=O)[CH:26]([CH3:28])[CH3:27])=[O:19])(=O)[CH:11]([CH3:13])[CH3:12]>>[C:18]([O:20][C:21](=[O:32])[CH:22]([CH3:30])[CH3:23])(=[O:19])[CH:17]([CH3:33])[CH3:16].[CH3:3][C:4]1([CH3:9])[C:7](=[O:8])[O:6][CH2:5]1.[CH2:10]([O:15][CH2:16][C:17]([CH3:34])([CH3:33])[C:18]([O:20][C:21](=[O:32])[C:22]([CH3:30])([CH3:31])[CH2:23][O:24][CH2:25][CH:26]([CH3:27])[CH3:28])=[O:19])[CH:11]([CH3:12])[CH3:13]. Procedure: This example shows the lower yields and conversions obtained by the usually prepared tantalum oxide on silica gel catalyst. The catalyst is prepared by the same procedure described in Example 1 except that after treatment in air at 550° C. for 1.5 hours the reactor is cooled and put into service. This material is not steam treated at high temperatures. The catalyst is tested as described in Example 2 in continuous operation for two days. For this period formaldehyde conversion to pivalolactone a... The reactants are BrC1=C(N)C(=CC(=C1)Cl)Cl (2-bromo-4,6-dichloroaniline), N(=O)[O-].[Na+] (Sodium nitrite), S(O)(O)(=O)=O (sulphuric acid), cuprous chloride, Cl (hydrochloric acid). The solvent is C(C)(=O)O (acetic acid). Product: ClC1=C(C=C(C=C1Cl)Cl)Br (2,3,5-Trichlorobromobenzene). RXN SMILES: N([O-])=O.[Na+].S(=O)(=O)(O)O.[Br:10][C:11]1[CH:17]=[C:16]([Cl:18])[CH:15]=[C:14]([Cl:19])[C:12]=1N.[ClH:20]>C(O)(=O)C>[Cl:20][C:12]1[C:14]([Cl:19])=[CH:15][C:16]([Cl:18])=[CH:17][C:11]=1[Br:10] |f:0.1|. Procedure details: A Sodium nitrite (3.88 g, 0.056 mole) was added in portions to concentrated sulphuric acid (28.16 ml) stirred below 10° C. A solution of 2-bromo-4,6-dichloroaniline (12 g, 0.05 mole, Lancaster) in glacial acetic acid (126 ml) was added maintaining the temperature below 10° C. The mixture was stirred below 10° C. for 1 hr and then slowly added to a stirred solution of cuprous chloride (10.11 g, 0.10 mole) in concentrated hydrochloric acid (101.05 ml) at room temperature. The mixture was then stir... The reactants are Cl (hydrochloric acid), C([O-])([O-])=O.[K+].[K+] (potassium carbonate), BrCCC(=O)Cl (3-bromopropionyl chloride), FC1=C(C=C(C(=C1)C)SCC(F)(F)F)NN (2-fluoro-4-methyl-5-(2,2,2-trifluoroethylthio)phenylhydrazine). The solvent is O1CCCC1 (tetrahydrofuran), O (water). Reaction conditions: time 5 hour. Yields the product FC1=C(C=C(C(=C1)C)SCC(F)(F)F)N1N=C(C=C1)O (1-{2-fluoro-4-methyl-5-(2,2,2-trifluoroethylthio)phenyl}-3-hydroxypyrazole). Isolated yield 60.2%. Reaction SMILES: [F:1][C:2]1[CH:7]=[C:6]([CH3:8])[C:5]([S:9][CH2:10][C:11]([F:14])([F:13])[F:12])=[CH:4][C:3]=1[NH:15][NH2:16].C(=O)([O-])[O-].[K+].[K+].Br[CH2:24][CH2:25][C:26](Cl)=[O:27].Cl>O1CCCC1.O>[F:1][C:2]1[CH:7]=[C:6]([CH3:8])[C:5]([S:9][CH2:10][C:11]([F:13])([F:14])[F:12])=[CH:4][C:3]=1[N:15]1[CH:24]=[CH:25][C:26]([OH:27])=[N:16]1 |f:1.2.3|. Procedure: 12 g of 2-fluoro-4-methyl-5-(2,2,2-trifluoroethylthio)phenylhydrazine was dissolved in 200 mL of tetrahydrofuran, and 100 mL of water was added. To this solution, 16 g of potassium carbonate and 8.1 g of 3-bromopropionyl chloride were added, followed by stirring at room temperature for 5 hours. The aqueous layer was neutralized to the vicinity of pH 2 with 6N hydrochloric acid. Then, the solvent was distilled off under reduced pressure, and the residue was subjected to extraction with ethyl acet... Starting materials: C1CCOC1, CO, NO, [Na+], [OH-], O, COC(=O)c1ccc(SCCNC(=O)c2cc3ccccc3o2)cc1. Yields the product O=C(NO)c1ccc(SCCNC(=O)c2cc3ccccc3o2)cc1. RXN SMILES: [CH2:32]1[O:33][CH2:34][CH2:35][CH2:36]1.[CH3:28][OH:29].[NH2:26][OH:27].[Na+:31].[OH-:30].[OH2:37].[o:1]1[c:2]([C:10](=[O:11])[NH:12][CH2:13][CH2:14][S:15][c:16]2[cH:17][cH:18][c:19]([C:20](=[O:21])[O:22][CH3:23])[cH:24][cH:25]2)[cH:3][c:4]2[c:5]1[cH:6][cH:7][cH:8][cH:9]2>>[o:1]1[c:2]([C:10](=[O:11])[NH:12][CH2:13][CH2:14][S:15][c:16]2[cH:17][cH:18][c:19]([C:20](=[O:21])[NH:26][OH:27])[cH:24][cH:25]2)[cH:3][c:4]2[c:5]1[cH:6][cH:7][cH:8][cH:9]2.